From a dataset of the Open Reaction Database (ORD), a public repository of structured organic reaction records. describe an organic reaction: reactants, conditions, products, and yield Solvent: C1=CC=CC=C1 (benzene). Product: C(CCC)C1=NC2=C(N1CC1=CC=C(C=C1)C1=C(C=CC=C1)CO)C=CC=C2 (2-Butyl-1-[[2'-hydroxymethylbiphenyl-4-yl]methyl]benzimidazole). Conditions: time 1 hour. Reported procedure: A stirred solution of 2-butyl-1-[(2'-carboxy-biphenyl-4-yl)methyl]benzimidazole (1.50 g) in benzene (30 ml) was added dropwise to sodium dihydro-bis(2-methoxyethoxy)aluminate (70% toluene solution). The mixture was stirred for one hour at room temperature, and then heated for 10 minutes under reflux. The reaction mixture was cooled and poured into 2N-HCl, followed by extraction with dichloromethane. The extract was washed with water and dried (MgSO4), and the solvent was evaporated in vacuo. The... The yield is 46.4%. Reaction SMILES: [CH2:1]([C:5]1[N:9]([CH2:10][C:11]2[CH:16]=[CH:15][C:14]([C:17]3[CH:22]=[CH:21][CH:20]=[CH:19][C:18]=3[C:23](O)=[O:24])=[CH:13][CH:12]=2)[C:8]2[CH:26]=[CH:27][CH:28]=[CH:29][C:7]=2[N:6]=1)[CH2:2][CH2:3][CH3:4].Cl>C1C=CC=CC=1>[CH2:1]([C:5]1[N:9]([CH2:10][C:11]2[CH:16]=[CH:15][C:14]([C:17]3[CH:22]=[CH:21][CH:20]=[CH:19][C:18]=3[CH2:23][OH:24])=[CH:13][CH:12]=2)[C:8]2[CH:26]=[CH:27][CH:28]=[CH:29][C:7]=2[N:6]=1)[CH2:2][CH2:3][CH3:4]. Starting materials: C(CCC)C1=NC2=C(N1CC1=CC=C(C=C1)C1=C(C=CC=C1)C(=O)O)C=CC=C2 (2-butyl-1-[(2'-carboxy-biphenyl-4-yl)methyl]benzimidazole), sodium dihydro-bis(2-methoxyethoxy)aluminate, Cl (HCl).